This data is from the Open Reaction Database (ORD), a public repository of structured organic reaction records. The task is: describe an organic reaction: reactants, conditions, products, and yield Yield: 342.8%. Procedure details: To a solution of 246 (722 mg, 0.18 mmol) in DCM (30 mL) was added TFA (7 mL) and the reaction mixture was stirred for 45 min. The reaction mixture was concentrated, diluted with water and 4M NaOH to pH 11 and extracted with AcOEt. The extract was washed with water, brine, dried over anhydrous sodium sulfate, filtered and concentrated. The residue was purified by Biotage (SNAP 50 g cartridge; 2% of ammonium hydroxide in MeOH/DCM: 0/100 to 15/85 over 20 CV), to produce a material that upon tritura... Reactants: C1(CC1)NC(NC1=CC(=C(OC2=C3C(=NC=C2)C=C(S3)C=3C=NN(C3)CCN(C(OC(C)(C)C)=O)CCOC)C=C1)F)=O (tert-butyl 2-(4-(7-(4-(3-cyclopropylureido)-2-fluorophenoxy)thieno[3,2-b]pyridine-2-yl)-1H-pyrazol-1-yl)ethyl(2-methoxyethyl)carbamate), C(=O)(C(F)(F)F)O (TFA). Run in C(Cl)Cl (DCM). RXN SMILES: [CH:1]1([NH:4][C:5](=[O:43])[NH:6][C:7]2[CH:41]=[CH:40][C:10]([O:11][C:12]3[CH:17]=[CH:16][N:15]=[C:14]4[CH:18]=[C:19]([C:21]5[CH:22]=[N:23][N:24]([CH2:26][CH2:27][N:28]([CH2:36][CH2:37][O:38][CH3:39])C(=O)OC(C)(C)C)[CH:25]=5)[S:20][C:13]=34)=[C:9]([F:42])[CH:8]=2)[CH2:3][CH2:2]1.C(O)(C(F)(F)F)=O>C(Cl)Cl>[CH:1]1([NH:4][C:5]([NH:6][C:7]2[CH:41]=[CH:40][C:10]([O:11][C:12]3[CH:17]=[CH:16][N:15]=[C:14]4[CH:18]=[C:19]([C:21]5[CH:22]=[N:23][N:24]([CH2:26][CH2:27][NH:28][CH2:36][CH2:37][O:38][CH3:39])[CH:25]=5)[S:20][C:13]=34)=[C:9]([F:42])[CH:8]=2)=[O:43])[CH2:3][CH2:2]1. The product is C1(CC1)NC(=O)NC1=CC(=C(C=C1)OC1=C2C(=NC=C1)C=C(S2)C=2C=NN(C2)CCNCCOC)F (1-cyclopropyl-3-(3-fluoro-4-(2-(1-(2-(2-methoxyethylamino)ethyl)-1H-pyrazol-4-yl)thieno[3,2-b]pyridin-7-yloxy)phenyl)urea). Conditions: time 45 minute. The reactants are C(C)N1C=C(C(C2=CC(=C(N=C12)Cl)F)=O)C(=O)O (1-ethyl-6-fluoro-7-chloro-4-oxo-1,4-dihydro-1,8-naphthyridine-3-carboxylic acid), Cl.Cl.C(C)N1CC2(CC1)CNCC2 (2-ethyl-2,7diazaspiro[4.4]nonane dihydrochloride). The product is C(C)N1C=C(C(C2=CC(=C(N=C12)N1CC2(CC1)CN(CC2)CC)F)=O)C(=O)O (1-Ethyl--6-fluoro-1,4-dihydro-7-(7-ethyl-2,7-diazaspiro[4.4]non-2-yl)-4-oxo-1,8-naphthyridine-3-carboxylic acid). RXN SMILES: [CH2:1]([N:3]1[C:12]2[C:7](=[CH:8][C:9]([F:14])=[C:10](Cl)[N:11]=2)[C:6](=[O:15])[C:5]([C:16]([OH:18])=[O:17])=[CH:4]1)[CH3:2].Cl.Cl.[CH2:21]([N:23]1[CH2:27][CH2:26][C:25]2([CH2:31][CH2:30][NH:29][CH2:28]2)[CH2:24]1)[CH3:22]>>[CH2:1]([N:3]1[C:12]2[C:7](=[CH:8][C:9]([F:14])=[C:10]([N:29]3[CH2:30][CH2:31][C:25]4([CH2:26][CH2:27][N:23]([CH2:21][CH3:22])[CH2:24]4)[CH2:28]3)[N:11]=2)[C:6](=[O:15])[C:5]([C:16]([OH:18])=[O:17])=[CH:4]1)[CH3:2] |f:1.2.3|. Reported procedure: The title compound was prepared according to example 24 by reacting 1-ethyl-6-fluoro-7-chloro-4-oxo-1,4-dihydro-1,8-naphthyridine-3-carboxylic acid with 2-ethyl-2,7diazaspiro[4.4]nonane dihydrochloride; mp 215°-217° C. (dec). Reactants: CSC1=CC(=NC(=C1)N)N (4-methylsulfanyl-pyridine-2,6-diamine), C(C)(C)(C)[Si](C)(C)OCCI (tert-butyl-(2-iodo-ethoxy)-dimethyl-silane), C(=O)([O-])[O-].[Cs+].[Cs+] (Cs2CO3). The solvent is C(C)#N (acetonitrile). Yields the product C(C)(C)(C)[Si](OCCNC1=NC(=CC(=C1)SC)N)(C)C (N-[2-(tert-Butyl-dimethyl-silanyloxy)-ethyl]-4-methylsulfanyl-pyridine-2,6-diamine). Isolated yield 22.0%. Reaction SMILES: [CH3:1][S:2][C:3]1[CH:8]=[C:7]([NH2:9])[N:6]=[C:5]([NH2:10])[CH:4]=1.[C:11]([Si:15]([O:18][CH2:19][CH2:20]I)([CH3:17])[CH3:16])([CH3:14])([CH3:13])[CH3:12].C([O-])([O-])=O.[Cs+].[Cs+]>C(#N)C>[C:11]([Si:15]([CH3:17])([CH3:16])[O:18][CH2:19][CH2:20][NH:10][C:5]1[CH:4]=[C:3]([S:2][CH3:1])[CH:8]=[C:7]([NH2:9])[N:6]=1)([CH3:14])([CH3:13])[CH3:12] |f:2.3.4|. Procedure details: In a glass vessel were mixed together the above prepared 4-methylsulfanyl-pyridine-2,6-diamine (0.350 g, 2.25 mmol), tert-butyl-(2-iodo-ethoxy)-dimethyl-silane (CAS 101166-65-8, 0.700 g, 1.08 eq.), and 1.2 eq. of Cs2CO3 (0.882 g) in 3.5 mL of abs. acetonitrile, and the mixture allowed to react for 2 h at 125° C. in a microwave oven. Cooling, pouring onto crashed ice, twofold extraction with AcOEt, washing with water and brine, drying over sodium sulfate, and evaporation of the solvents, followed... Reactants: ClCC1=C(C(OC)C2=CC(=NO2)C)C=CC=C1 (5-(2-chloromethyl-α-methoxybenzyl)-3-methylisoxazole), CN(C=O)C (N,N-dimethylformamide), C([O-])([O-])=O.[K+].[K+] (potassium carbonate), ClC1=C(C=C(C=C1)Cl)O (2,5-dichlorophenol). Run in CCOCC (ether). Run at temperature 80 celsius, time 3 hour. Product: ClC1=C(OCC2=C(C(OC)C3=CC(=NO3)C)C=CC=C2)C=C(C=C1)Cl (5-[2-(2,5-dichlorophenoxymethyl)-α-methoxybenzyl]-3-methylisoxazole). Yield: 74.0%. RXN SMILES: Cl[CH2:2][C:3]1[CH:17]=[CH:16][CH:15]=[CH:14][C:4]=1[CH:5]([C:8]1[O:12][N:11]=[C:10]([CH3:13])[CH:9]=1)[O:6][CH3:7].CN(C)C=O.C(=O)([O-])[O-].[K+].[K+].[Cl:29][C:30]1[CH:35]=[CH:34][C:33]([Cl:36])=[CH:32][C:31]=1[OH:37]>CCOCC>[Cl:29][C:30]1[CH:35]=[CH:34][C:33]([Cl:36])=[CH:32][C:31]=1[O:37][CH2:2][C:3]1[CH:17]=[CH:16][CH:15]=[CH:14][C:4]=1[CH:5]([C:8]1[O:12][N:11]=[C:10]([CH3:13])[CH:9]=1)[O:6][CH3:7] |f:2.3.4|. Procedure details: To 0.25 g (1 mmol) of 5-(2-chloromethyl-α-methoxybenzyl)-3-methylisoxazole, 2 ml of N,N-dimethylformamide, 0.28 g (2 mmol) of potassium carbonate and 0.33 g (2 mmol) of 2,5-dichlorophenol were added and stirred at 80° C. for 3 hours. After completion of the reaction, 100 ml of ether was added and washed twice with 80 ml of brine. The ether layer was dried over anhydrous magnesium and concentrated under reduced pressure. The residue was purified by column chromatography on silica gel (ethyl aceta... The reactants are C12C(CC(CC1)C2)NC(=S)N (N-bicyclo[2.2.1]hept-2-ylthiourea), BrC(C(=O)OCC)CC (ethyl 2-bromobutyrate). The product is C12C(CC(CC1)C2)NC=2SC(C(N2)=O)CC (2-(bicyclo[2.2.1]hept-2-ylamino)-5-ethyl-1,3-thiazol-4(5H)-one). Reaction SMILES: [CH:1]12[CH2:7][CH:4]([CH2:5][CH2:6]1)[CH2:3][CH:2]2[NH:8][C:9]([NH2:11])=[S:10].Br[CH:13]([CH2:19][CH3:20])[C:14](OCC)=[O:15]>>[CH:1]12[CH2:7][CH:4]([CH2:5][CH2:6]1)[CH2:3][CH:2]2[NH:8][C:9]1[S:10][CH:13]([CH2:19][CH3:20])[C:14](=[O:15])[N:11]=1. Procedure details: Synthesis was performed from N-bicyclo[2.2.1]hept-2-ylthiourea and ethyl 2-bromobutyrate according to Method C. Starting materials: [Al+3], CC(=O)Cl, [Cl-], [Cl-], [Cl-], S=C=S, c1ccc2c(c1)sc1ccccc12. The product is CC(=O)c1ccc2sc3ccccc3c2c1. RXN SMILES: [Al+3:15].[CH3:18][C:19]([Cl:20])=[O:21].[Cl-:14].[Cl-:16].[Cl-:17].[S:22]=[C:23]=[S:24].[cH:1]1[cH:2][cH:3][c:4]2[c:5]([cH:6]1)[s:7][c:8]1[cH:9][cH:10][cH:11][cH:12][c:13]21>>[cH:1]1[cH:2][cH:3][c:4]2[c:5]([cH:6]1)[s:7][c:8]1[cH:9][cH:10][c:11]([C:19]([CH3:18])=[O:21])[cH:12][c:13]21.